From a dataset of the Open Reaction Database (ORD), a public repository of structured organic reaction records. describe an organic reaction: reactants, conditions, products, and yield Reactants: [Br-], C1CCOC1, CS(=O)(=O)OS(C)(=O)=O, [Li+], O, N#CC=C1c2ccc(CO)cc2COc2ccccc21, Cc1cccc(C)n1. Yields the product N#CC=C1c2ccc(CBr)cc2COc2ccccc21. RXN SMILES: [Br-:30].[CH2:40]1[O:41][CH2:42][CH2:43][CH2:44]1.[CH3:31][S:32]([O:33][S:34]([CH3:35])(=[O:36])=[O:37])(=[O:38])=[O:39].[Li+:29].[OH2:45].[OH:1][CH2:2][c:3]1[cH:4][c:5]2[c:6]([cH:19][cH:20]1)[C:7](=[CH:16][C:17]#[N:18])[c:8]1[c:9]([cH:12][cH:13][cH:14][cH:15]1)[O:10][CH2:11]2.[n:21]1[c:22]([CH3:23])[cH:24][cH:25][cH:26][c:27]1[CH3:28]>>[CH2:2]([c:3]1[cH:4][c:5]2[c:6]([cH:19][cH:20]1)[C:7](=[CH:16][C:17]#[N:18])[c:8]1[c:9]([cH:12][cH:13][cH:14][cH:15]1)[O:10][CH2:11]2)[Br:30]. Reactants: CCN(C(=O)c1ccc(O)cc1)c1cc(OC)ccc1C1CCc2cc(OC)ccc2C1, CCOC(=O)COc1ccc(C(=O)N(CC)c2cc(OC)ccc2C2CCc3cc(OC)ccc3C2)cc1, CCOC(=O)CCl, Cl, [Na+], C1CCOC1, [OH-], O. Yields the product CCN(C(=O)c1ccc(OCC(=O)O)cc1)c1cc(OC)ccc1C1CCc2cc(OC)ccc2C1. RXN SMILES: [CH2:1]([N:2]([c:3]1[cH:4][c:5]([O:6][CH3:7])[cH:8][cH:9][c:10]1[CH:11]1[CH2:12][CH2:13][c:14]2[c:15]([cH:16][cH:17][c:18]([O:19][CH3:20])[cH:21]2)[CH2:22]1)[C:23](=[O:24])[c:25]1[cH:26][cH:27][c:28]([OH:29])[cH:30][cH:31]1)[CH3:32].[CH2:40]([CH3:41])[O:42][C:43]([CH2:44][O:45][c:46]1[cH:47][cH:48][c:49]([C:52]([N:53]([c:54]2[c:55]([CH:62]3[CH2:63][c:64]4[cH:65][cH:66][c:67]([O:72][CH3:73])[cH:68][c:69]4[CH2:70][CH2:71]3)[cH:56][cH:57][c:58]([O:60][CH3:61])[cH:59]2)[CH2:74][CH3:75])=[O:76])[cH:50][cH:51]1)=[O:77].[Cl:33][CH2:34][C:35]([O:36][CH2:37][CH3:38])=[O:39].[ClH:80].[Na+:79].[O:81]1[CH2:82][CH2:83][CH2:84][CH2:85]1.[OH-:78].[OH2:86]>>[O:42]=[C:43]([CH2:44][O:45][c:46]1[cH:47][cH:48][c:49]([C:52]([N:53]([c:54]2[c:55]([CH:62]3[CH2:63][c:64]4[cH:65][cH:66][c:67]([O:72][CH3:73])[cH:68][c:69]4[CH2:70][CH2:71]3)[cH:56][cH:57][c:58]([O:60][CH3:61])[cH:59]2)[CH2:74][CH3:75])=[O:76])[cH:50][cH:51]1)[OH:77].